describe an organic reaction: reactants, conditions, products, and yield From a dataset of the Open Reaction Database (ORD), a public repository of structured organic reaction records. Starting materials: C(C)N(C(=O)[C@H]1CN2[C@H]([C@H]([C@H]1CC2)NCC2=C(C=CC(=C2)OC)OC)C(C2=CC=CC=C2)C2=CC=CC=C2)CC ((3R*,4S*,5S*,6S*)-N,N-Diethyl-5-(2,5-dimethoxybenzylamino)-6-diphenylmethyl-1-azabicyclo[2.2.2]octane-3-carboxamide), [H-].[Al+3].[Li+].[H-].[H-].[H-] (lithium aluminum hydride), [O-]S(=O)(=O)[O-].[Na+].[Na+] (Na2SO4). Solvent: C1CCOC1 (THF). Reaction conditions: time 2 hour. Yields the product C(C)N(CC)C[C@H]1[C@@H]2[C@H]([C@H](N(C1)CC2)C(C2=CC=CC=C2)C2=CC=CC=C2)NCC2=C(C=CC(=C2)OC)OC ((2R*,3R*,4R*,5R*)-5-(N,N-Diethylaminomethyl)-3-(2,5-dimethoxybenzylamino)-2-diphenylmethyl-1-azabicyclo[2.2.2]octane). The yield is 95.1%. RXN SMILES: [H-].[Al+3].[Li+].[H-].[H-].[H-].[CH2:7]([N:9]([CH2:45][CH3:46])[C:10]([C@@H:12]1[C@@H:17]2[CH2:18][CH2:19][N:14]([C@@H:15]([CH:32]([C:39]3[CH:44]=[CH:43][CH:42]=[CH:41][CH:40]=3)[C:33]3[CH:38]=[CH:37][CH:36]=[CH:35][CH:34]=3)[C@H:16]2[NH:20][CH2:21][C:22]2[CH:27]=[C:26]([O:28][CH3:29])[CH:25]=[CH:24][C:23]=2[O:30][CH3:31])[CH2:13]1)=O)[CH3:8].[O-]S([O-])(=O)=O.[Na+].[Na+]>C1COCC1>[CH2:45]([N:9]([CH2:10][C@@H:12]1[CH2:13][N:14]2[CH2:19][CH2:18][C@H:17]1[C@@H:16]([NH:20][CH2:21][C:22]1[CH:27]=[C:26]([O:28][CH3:29])[CH:25]=[CH:24][C:23]=1[O:30][CH3:31])[C@H:15]2[CH:32]([C:33]1[CH:34]=[CH:35][CH:36]=[CH:37][CH:38]=1)[C:39]1[CH:44]=[CH:43][CH:42]=[CH:41][CH:40]=1)[CH2:7][CH3:8])[CH3:46] |f:0.1.2.3.4.5,7.8.9|. Reported procedure: To a suspension of lithium aluminum hydride (80 mg, 2.1 mmol) in THF (10 ml) was added 24 (220 mg, 0.41 mmol) at room temperature. The mixture was stirred at room temperature for 2 hours. Na2SO4 /10H2O (320 mg, 1 mmol) was added then the mixture was stirred for 10 minutes. After removal of the precipitate, the solution was concentrated. The residue was dissolved in hexane (20 ml) then filtered and concentrated to give 25 (210 mg, 0.39 mmol, 95%) as a colorless oil. Reactants: BrC=1C=C(OC1Br)C(=O)OC (methyl 4,5-dibromo-2-furancarboxylate), C(C)(C)[Mg]Cl (isopropylmagnesium chloride), O (H2O). The solvent is O1CCCC1 (tetrahydrofuran). Conditions: temperature 25 celsius, time 2 hour. Yields the product BrC=1C=C(OC1)C(=O)OC (methyl 4-bromo-2-furancarboxylate). Yield: 58.0%. Reaction SMILES: [Br:1][C:2]1[CH:3]=[C:4]([C:8]([O:10][CH3:11])=[O:9])[O:5][C:6]=1Br.C([Mg]Cl)(C)C.O>O1CCCC1>[Br:1][C:2]1[CH:3]=[C:4]([C:8]([O:10][CH3:11])=[O:9])[O:5][CH:6]=1. Procedure: To a solution of methyl 4,5-dibromo-2-furancarboxylate (1 g, 3.52 mmol) in tetrahydrofuran (14.1 ml) at −40° C. was added isopropylmagnesium chloride (1.85 ml, 3.70 mmol). After 2 h, H2O (3.52 ml) was added and the solution warmed to 25° C. The reaction mixture was then partitioned between H2O-DCM and the aqueous phase was washed several times with DCM. The combined organic fractions were dried over Na2SO4, concentrated and purified by column chromatography (3% EtOAc in hexanes) affording methyl...